From a dataset of the Open Reaction Database (ORD), a public repository of structured organic reaction records. describe an organic reaction: reactants, conditions, products, and yield Reactants: C(C1=CC=CC=C1)OC(=O)NCCCCCC(CC(=O)N)O (8-benzyloxycarbonylamino-3-hydroxyoctanamide), Cl (hydrochloric acid). Reagents/catalysts: [C].[Pd] (palladium-carbon). Run in CO (methanol). Run at time 3 hour. Yields the product Cl.NCCCCCC(CC(=O)N)O (8-amino-3-hydroxyoctanamide hydrochloride). As a reaction SMILES: C(OC([NH:11][CH2:12][CH2:13][CH2:14][CH2:15][CH2:16][CH:17]([OH:22])[CH2:18][C:19]([NH2:21])=[O:20])=O)C1C=CC=CC=1.[ClH:23]>CO.[C].[Pd]>[ClH:23].[NH2:11][CH2:12][CH2:13][CH2:14][CH2:15][CH2:16][CH:17]([OH:22])[CH2:18][C:19]([NH2:21])=[O:20] |f:3.4,5.6|. Reported procedure: To a solution of 1.04 g (3.2 mmoles) of 8-benzyloxycarbonylamino-3-hydroxyoctanamide in 20 ml of methanol were added 3.2 ml of 1N hydrochloric acid and 200 mg of 10% palladium-carbon. The mixture was stirred under a hydrogen stream at room temperature for 3 hours. The catalyst was removed by filtration and the filtrate was evaporated to dryness to yield 670 mg of 8-amino-3-hydroxyoctanamide hydrochloride.